From a dataset of the Open Reaction Database (ORD), a public repository of structured organic reaction records. describe an organic reaction: reactants, conditions, products, and yield The reactants are [Na] (Sodium), NC1=NNC=C1C(=O)OCC (3-amino-4-ethoxycarbonylpyrazole), C(C1=CC=CC=C1)Cl (benzyl chloride), [O-]CC.[Na+] (sodium ethoxide). Solvent: C(C)O (ethanol). The product is NC1=NN(C=C1C(=O)OCC)CC1=CC=CC=C1 (3-amino-1-benzyl-4-ethoxycarbonylpyrazole). Yield: 55.2%. As a reaction SMILES: [Na].[O-]CC.[Na+].[NH2:6][C:7]1[C:11]([C:12]([O:14][CH2:15][CH3:16])=[O:13])=[CH:10][NH:9][N:8]=1.[CH2:17](Cl)[C:18]1[CH:23]=[CH:22][CH:21]=[CH:20][CH:19]=1>C(O)C>[NH2:6][C:7]1[C:11]([C:12]([O:14][CH2:15][CH3:16])=[O:13])=[CH:10][N:9]([CH2:17][C:18]2[CH:23]=[CH:22][CH:21]=[CH:20][CH:19]=2)[N:8]=1 |f:1.2,^1:0|. Procedure details: Sodium (1.9 g) was dissolved in anhydrous ethanol (100 ml) to prepare a solution of sodium ethoxide. To this, were added 3-amino-4-ethoxycarbonylpyrazole (12.4 g) and benzyl chloride (10 g), and the resulted mixture was refluxed for 1 h. After filtration of the hot mixture, the filtrate was concentrated to quarter volume, and cooled to crystallize. The crude product was recrystallized from an ether-water mixture to give 3-amino-1-benzyl-4-ethoxycarbonylpyrazole (10.7 g, yield 44%). To a solution... Starting materials: CC(=O)O, Cc1ccc(N)c(O)c1, O=C1OC(=O)c2ccccc21. The product is Cc1ccc(N2C(=O)c3ccccc3C2=O)c(O)c1. As a reaction SMILES: [CH3:21][C:22](=[O:23])[OH:24].[NH2:12][c:13]1[cH:14][cH:15][c:16]([CH3:20])[cH:17][c:18]1[OH:19].[O:1]=[C:2]1[O:3][C:4](=[O:5])[c:6]2[cH:7][cH:8][cH:9][cH:10][c:11]21>>[C:2]1(=[O:3])[c:11]2[c:6]([cH:7][cH:8][cH:9][cH:10]2)[C:4](=[O:5])[N:12]1[c:13]1[cH:14][cH:15][c:16]([CH3:20])[cH:17][c:18]1[OH:19]. Reaction SMILES: [OH:1][CH:2]1[CH2:7][CH2:6][NH:5][CH2:4][CH2:3]1.[C:8]([NH:15][C@H:16]([C:24](O)=[O:25])[CH2:17][C:18]1[CH:23]=[CH:22][CH:21]=[CH:20][CH:19]=1)([O:10][C:11]([CH3:14])([CH3:13])[CH3:12])=[O:9]>>[C:11]([O:10][C:8](=[O:9])[NH:15][C@@H:16]([CH2:17][C:18]1[CH:23]=[CH:22][CH:21]=[CH:20][CH:19]=1)[C:24]([N:5]1[CH2:6][CH2:7][CH:2]([OH:1])[CH2:3][CH2:4]1)=[O:25])([CH3:14])([CH3:12])[CH3:13]. Product: C(C)(C)(C)OC(N[C@H](C(=O)N1CCC(CC1)O)CC1=CC=CC=C1)=O ((S)-[1-Benzyl-2-(4-hydroxy-piperidin-1-yl)-2-oxo-ethyl]-carbamic acid tert-butyl ester). Procedure: 4-Hydroxypiperidine (75 mmol) and Boc-L-phenylalanine (38 mmol) were coupled according to Procedure A (0-25° C. reaction temperature, 144 hour reaction time) and the product used without further purification. Yield 12.2 g, 96%; HPLC (60/40) 3.45 minutes (97%). Reactants: OC1CCNCC1 (4-Hydroxypiperidine), C(=O)(OC(C)(C)C)N[C@@H](CC1=CC=CC=C1)C(=O)O (Boc-L-phenylalanine). Reactants: NCC(C1=CC=CC=C1)NC(C1=CC=C(C=C1)C1=CC=NC=C1)=O (N-(2-amino-1-phenylethyl)-4-pyridin-4-ylbenzamide). Run in CCCCCC.CCO.CO (hexane EtOH MeOH). Yields the product NC[C@@H](C1=CC=CC=C1)NC(C1=CC=C(C=C1)C1=CC=NC=C1)=O (N-[(1R)-2-amino-1-phenylethyl]-4-pyridin-4-ylbenzamide). As a reaction SMILES: [NH2:1][CH2:2][CH:3]([NH:10][C:11](=[O:24])[C:12]1[CH:17]=[CH:16][C:15]([C:18]2[CH:23]=[CH:22][N:21]=[CH:20][CH:19]=2)=[CH:14][CH:13]=1)[C:4]1[CH:9]=[CH:8][CH:7]=[CH:6][CH:5]=1>CCCCCC.CCO.CO>[NH2:1][CH2:2][C@H:3]([NH:10][C:11](=[O:24])[C:12]1[CH:17]=[CH:16][C:15]([C:18]2[CH:19]=[CH:20][N:21]=[CH:22][CH:23]=2)=[CH:14][CH:13]=1)[C:4]1[CH:9]=[CH:8][CH:7]=[CH:6][CH:5]=1 |f:1.2.3|. Reported procedure: The title compounds were prepared by subjecting the compound of Example 4 to a column chromatography with a chiral stationary phase (Prep HPLC; column: Whelk O 2.5 cm ID×25 cm; mobile phase: hexane/EtOH/MeOH/DEA=50/25/25/0.1; flow rate: 40 ml/min; detector: UV 270 nm; column temp: RT; sample preparation: 10 mg/ml; load: 10 ml (100 mg)) Starting materials: FC1=C(COC=2C=C(C=CC2)CC(=O)OCC)C(=CC=C1)F (Ethyl 2-(3-(2,6-difluorobenzyloxy)phenyl)acetate), [OH-].[Na+] (NaOH). Run in C(C)O (ethanol). Run at time 3 hour. Product: FC1=C(COC=2C=C(C=CC2)CC(=O)O)C(=CC=C1)F (2-(3-(2,6-Difluorobenzyloxy)phenyl)acetic acid). As a reaction SMILES: [F:1][C:2]1[CH:21]=[CH:20][CH:19]=[C:18]([F:22])[C:3]=1[CH2:4][O:5][C:6]1[CH:7]=[C:8]([CH2:12][C:13]([O:15]CC)=[O:14])[CH:9]=[CH:10][CH:11]=1.[OH-].[Na+]>C(O)C>[F:1][C:2]1[CH:21]=[CH:20][CH:19]=[C:18]([F:22])[C:3]=1[CH2:4][O:5][C:6]1[CH:7]=[C:8]([CH2:12][C:13]([OH:15])=[O:14])[CH:9]=[CH:10][CH:11]=1 |f:1.2|. Procedure: To a stirred solution Ethyl 2-(3-(2,6-difluorobenzyloxy)phenyl)acetate (Step B, 7.86 g, 24 mmol) in absolute ethanol (120 ml) was added 1N NaOH (50 ml) at room temperature. The reaction mixture was stirred for 3 hours, or until all the starting material is gone, concentrated and diluted with chloroform and washed with 1M HCl to bring the pH to 3.5-4. The organic layer was washed with brine, dried over Na2SO4, filtered, concentrated and purified by flash chromatography on a silica gel column (chl...